The task is: describe an organic reaction: reactants, conditions, products, and yield. This data is from the Open Reaction Database (ORD), a public repository of structured organic reaction records. The reactants are 1-L, C(=O)(O)C1=CC=C(C=C1)C=CC(=O)C1=CC=CC=C1 (4-carboxychalcone), S(=O)(Cl)Cl (thionyl chloride). Yields the product ClC(=O)C1=CC=C(C=C1)C=CC(=O)C1=CC=CC=C1 (4-(chlorocarbonyl)-chalcone). The yield is 100.4%. RXN SMILES: [C:1]([C:4]1[CH:9]=[CH:8][C:7]([CH:10]=[CH:11][C:12]([C:14]2[CH:19]=[CH:18][CH:17]=[CH:16][CH:15]=2)=[O:13])=[CH:6][CH:5]=1)(O)=[O:2].S(Cl)([Cl:22])=O>>[Cl:22][C:1]([C:4]1[CH:9]=[CH:8][C:7]([CH:10]=[CH:11][C:12]([C:14]2[CH:19]=[CH:18][CH:17]=[CH:16][CH:15]=2)=[O:13])=[CH:6][CH:5]=1)=[O:2]. Reported procedure: A 1-L reaction vessel was charged with 80.0 g (0.32 mole) of 4-carboxychalcone and 377.7 g (3.17 mole) of thionyl chloride, and heated under reflux for 1 hour. Thereafter, thionyl chloride was removed by distilling, and thus 87.0 g of 4-(chlorocarbonyl)-chalcone was obtained (101% yield). This reaction is shown by the reaction formula in FIG. 1(b).